This data is from the Open Reaction Database (ORD), a public repository of structured organic reaction records. The task is: describe an organic reaction: reactants, conditions, products, and yield Starting materials: CS(=O)(=O)c1ccc(C(CC2CCCC2)C(=O)O)cc1C#N, ClCCl, COCCn1ccc(N)n1, CN(C)C=O, O=C(Cl)C(=O)Cl, Cc1cccc(C)n1. The product is COCCn1ccc(NC(=O)C(CC2CCCC2)c2ccc(S(C)(=O)=O)c(C#N)c2)n1. Reaction SMILES: [C:1](#[N:2])[c:3]1[cH:4][c:5]([CH:13]([C:14](=[O:15])[OH:16])[CH2:17][CH:18]2[CH2:19][CH2:20][CH2:21][CH2:22]2)[cH:6][cH:7][c:8]1[S:9](=[O:10])(=[O:11])[CH3:12].[CH2:47]([Cl:48])[Cl:49].[CH3:29][O:30][CH2:31][CH2:32][n:33]1[n:34][c:35]([NH2:38])[cH:36][cH:37]1.[CH3:50][N:51]([CH3:52])[CH:53]=[O:54].[Cl:23][C:24]([C:25]([Cl:26])=[O:27])=[O:28].[n:39]1[c:40]([CH3:41])[cH:42][cH:43][cH:44][c:45]1[CH3:46]>>[C:1](#[N:2])[c:3]1[cH:4][c:5]([CH:13]([C:14](=[O:15])[NH:38][c:35]2[n:34][n:33]([CH2:32][CH2:31][O:30][CH3:29])[cH:37][cH:36]2)[CH2:17][CH:18]2[CH2:19][CH2:20][CH2:21][CH2:22]2)[cH:6][cH:7][c:8]1[S:9](=[O:10])(=[O:11])[CH3:12]. Reactants: Cl.BrC1=C(C=C(CC2CCNCC2)C=C1)OCCOC (4-[4-Bromo-3-(2-methoxyethoxy)benzyl]piperidine hydrochloride). Run in C([O-])([O-])=O.[K+].[K+] (potassium carbonate). Product: BrC1=C(C=C(CC2CCNCC2)C=C1)OCCOC (4-[4-bromo-3-(2-methoxyethoxy)benzyl]piperidine). Yield: 102.5%. RXN SMILES: Cl.[Br:2][C:3]1[CH:15]=[CH:14][C:6]([CH2:7][CH:8]2[CH2:13][CH2:12][NH:11][CH2:10][CH2:9]2)=[CH:5][C:4]=1[O:16][CH2:17][CH2:18][O:19][CH3:20]>C(=O)([O-])[O-].[K+].[K+]>[Br:2][C:3]1[CH:15]=[CH:14][C:6]([CH2:7][CH:8]2[CH2:9][CH2:10][NH:11][CH2:12][CH2:13]2)=[CH:5][C:4]=1[O:16][CH2:17][CH2:18][O:19][CH3:20] |f:0.1,2.3.4|. Procedure: 4-[4-Bromo-3-(2-methoxyethoxy)benzyl]piperidine hydrochloride (RE1) (52.0 g, 143 mmol) was added to a 5% aqueous potassium carbonate solution (350 mL), followed by extraction with toluene (700 mL×3). Combined organic layers were dried over anhydrous sodium sulfate, and the solvent was distilled off under reduced pressure to obtain 4-[4-bromo-3-(2-methoxyethoxy)benzyl]piperidine (48.1 g). Next, a solution of 4-[4-bromo-3-(2-methoxyethoxy)benzyl]piperidine (2.00 g, 6.1 mmol), 2-(4-oxo-3,4-dihydro-...